This data is from the Open Reaction Database (ORD), a public repository of structured organic reaction records. The task is: describe an organic reaction: reactants, conditions, products, and yield The reactants are C(C)(=O)O (acetic acid), O (water), C(C)OC(NC(C(=NNC1=CC(=C(C(=C1)Cl)OC1=NN(C(C(=C1)C(C)C)=O)C)Cl)C#N)=O)=O ((2-Cyano-2-{[3,5-dichloro-4-(5-isopropyl-1-methyl-6-oxo-1,6-dihydro-pyridazin-3-yloxy)-phenyl]-hydrazono}-acetyl)-carbamic acid ethyl ester), C(C)(=O)[O-].[K+] (potassium acetate). Run in CN(C(C)=O)C (N,N-dimethylacetamide), C(C)#N (acetonitrile). Conditions: time 15 minute. The product is ClC=1C=C(C=C(C1OC1=NN(C(C(=C1)C(C)C)=O)C)Cl)N1N=C(C(NC1=O)=O)C#N (2-[3,5-Dichloro-4-(5-isopropyl-1-methyl-6-oxo-1,6-dihydro-pyridazin-3-yloxy)-phenyl]-3,5-dioxo-2,3,4,5-tetrahydro-[1,2,4]triazine-6-carbonitrile). Isolated yield 85.8%. As a reaction SMILES: C([O:3][C:4](=O)[NH:5][C:6](=[O:32])[C:7]([C:30]#[N:31])=[N:8][NH:9][C:10]1[CH:15]=[C:14]([Cl:16])[C:13]([O:17][C:18]2[CH:23]=[C:22]([CH:24]([CH3:26])[CH3:25])[C:21](=[O:27])[N:20]([CH3:28])[N:19]=2)=[C:12]([Cl:29])[CH:11]=1)C.C([O-])(=O)C.[K+].C(O)(=O)C.O>CN(C)C(=O)C.C(#N)C>[Cl:29][C:12]1[CH:11]=[C:10]([N:9]2[C:4](=[O:3])[NH:5][C:6](=[O:32])[C:7]([C:30]#[N:31])=[N:8]2)[CH:15]=[C:14]([Cl:16])[C:13]=1[O:17][C:18]1[CH:23]=[C:22]([CH:24]([CH3:26])[CH3:25])[C:21](=[O:27])[N:20]([CH3:28])[N:19]=1 |f:1.2|. Procedure: A solution of (2-cyano-2-{[3,5-dichloro-4-(5-isopropyl-1-methyl-6-oxo-1,6-dihydro-pyridazin-3-yloxy)-phenyl]-hydrazono}-acetyl)-carbamic acid ethyl ester (68) (6.5 g, 13.12 mmol) and potassium acetate (1.42 g, 14.43 mmol) in N,N-dimethylacetamide was heated to 120° C. for 2 h. At this time, the reaction was cooled to room temperature and was treated with glacial acetic acid (1.5 mL) and water (65 mL). The mixture was stirred at room temperature for 15 min. The solids which resulted were collecte...